Dataset: the Open Reaction Database (ORD), a public repository of structured organic reaction records. Task: describe an organic reaction: reactants, conditions, products, and yield The reactants are [N+](=O)([O-])C=1N=CNC1 (4-nitroimidazole), IC(C)C (2-iodopropane), C(=O)([O-])[O-].[K+].[K+] (K2CO3). The solvent is CN(C)C=O (DMF), CCOC(=O)C (EtOAc). Run at time 5 hour. Product: C(C)(C)N1C=NC(=C1)[N+](=O)[O-] (1-isopropyl-4-nitro-1H-imidazole). The yield is 96.2%. RXN SMILES: [N+:1]([C:4]1[N:5]=[CH:6][NH:7][CH:8]=1)([O-:3])=[O:2].I[CH:10]([CH3:12])[CH3:11].C([O-])([O-])=O.[K+].[K+]>CN(C=O)C.CCOC(C)=O>[CH:10]([N:7]1[CH:8]=[C:4]([N+:1]([O-:3])=[O:2])[N:5]=[CH:6]1)([CH3:12])[CH3:11] |f:2.3.4|. Reported procedure: 4-nitroimidazole (0.500 g, 4.42 mmol), 2-iodopropane (0.553 ml, 5.53 mmol) and powdered K2CO3 (0.917 g, 6.63 mmol) were combined and stirred in DMF (25 ml) at 50° C. After 5 h, the reaction was cooled to RT. The reaction was diluted with EtOAc and filtered to remove inorganic salts, rinsing forward with EtOAc. The filtrate was evaporated to near dryness. The residue was diluted in EtOAc, washed with H2O (2×) and brine (1×), dried (MgSO4) and evaporated to afford 1-isopropyl-4-nitro-1H-imidazole ... The reactants are CN(C)CCN, ClCCl, O=C(NCCCn1c(-c2ccc(N3CCOCC3)cc2)csc1=Nc1ccc(F)cc1)Oc1ccc([N+](=O)[O-])cc1, [Na+], [OH-]. The product is CN(C)CCNC(=O)NCCCn1c(-c2ccc(N3CCOCC3)cc2)csc1=Nc1ccc(F)cc1. RXN SMILES: [CH3:42][N:43]([CH2:44][CH2:45][NH2:46])[CH3:47].[Cl:50][CH2:51][Cl:52].[F:1][c:2]1[cH:3][cH:4][c:5]([N:8]=[c:9]2[s:10][cH:11][c:12](-[c:30]3[cH:31][cH:32][c:33]([N:36]4[CH2:37][CH2:38][O:39][CH2:40][CH2:41]4)[cH:34][cH:35]3)[n:13]2[CH2:14][CH2:15][CH2:16][NH:17][C:18]([O:19][c:21]2[cH:22][cH:23][c:24]([N+:25]([O-:26])=[O:27])[cH:28][cH:29]2)=[O:20])[cH:6][cH:7]1.[Na+:49].[OH-:48]>>[F:1][c:2]1[cH:3][cH:4][c:5]([N:8]=[c:9]2[s:10][cH:11][c:12](-[c:30]3[cH:31][cH:32][c:33]([N:36]4[CH2:37][CH2:38][O:39][CH2:40][CH2:41]4)[cH:34][cH:35]3)[n:13]2[CH2:14][CH2:15][CH2:16][NH:17][C:18](=[O:19])[NH:46][CH2:45][CH2:44][N:43]([CH3:42])[CH3:47])[cH:6][cH:7]1.